This data is from the Open Reaction Database (ORD), a public repository of structured organic reaction records. The task is: describe an organic reaction: reactants, conditions, products, and yield Reactants: BrC=1C=C(C=C(C1)C)O (3-bromo-5-methylphenol), C(=O)([O-])[O-].[K+].[K+] (K2CO3), ClC1=NC=C(C=C1)C(F)(F)F (2-Chloro-5-(trifluoromethyl)pyridine). The solvent is CN(C)C=O (DMF). Run at temperature 110 celsius. The product is BrC=1C=C(OC2=NC=C(C=C2)C(F)(F)F)C=C(C1)C (2-(3-Bromo-5-methylphenoxy)-5-(trifluoromethyl)pyridine). The yield is 85.2%. As a reaction SMILES: [Br:1][C:2]1[CH:3]=[C:4]([OH:9])[CH:5]=[C:6]([CH3:8])[CH:7]=1.C([O-])([O-])=O.[K+].[K+].Cl[C:17]1[CH:22]=[CH:21][C:20]([C:23]([F:26])([F:25])[F:24])=[CH:19][N:18]=1>CN(C=O)C>[Br:1][C:2]1[CH:3]=[C:4]([CH:5]=[C:6]([CH3:8])[CH:7]=1)[O:9][C:17]1[CH:22]=[CH:21][C:20]([C:23]([F:26])([F:25])[F:24])=[CH:19][N:18]=1 |f:1.2.3|. Reported procedure: To a solution of 3-bromo-5-methylphenol (2.0 g, 0.0106 mol) in DMF (15 mL) was added K2CO3 (2.93 g, 0.02 mol) at RT. 2-Chloro-5-(trifluoromethyl)pyridine (1.94 g, 0.0106 mol) was added and the reaction was refluxed at 110° C. for 12 h. The reaction mixture was quenched with water and extracted with EtOAc three times. The total organic extract was washed with water and brine, dried over sodium sulfate and concentrated under reduced pressure to give the title compound (3 g, 84.5%). 1H NMR (500 MHz... Starting materials: C(C)O (ethanol), NCCNC(=O)C=1C=C(C(=O)O)C=C(C1)[N+](=O)[O-] (3-(2-Amino-ethylcarbamyl)-5-nitro-benzoic acid), Palladium-over-charcoal, Cl (hydrochloric acid). Solvent: O (water). Conditions: time 2 hour. The product is NCCNC(=O)C=1C=C(C(=O)O)C=C(C1)N (3-(2-amino-ethylcarbamyl)-5-amino-benzoic acid). Isolated yield 73.7%. As a reaction SMILES: [NH2:1][CH2:2][CH2:3][NH:4][C:5]([C:7]1[CH:8]=[C:9]([CH:13]=[C:14]([N+:16]([O-])=O)[CH:15]=1)[C:10]([OH:12])=[O:11])=[O:6].Cl.C(O)C>O>[NH2:1][CH2:2][CH2:3][NH:4][C:5]([C:7]1[CH:8]=[C:9]([CH:13]=[C:14]([NH2:16])[CH:15]=1)[C:10]([OH:12])=[O:11])=[O:6]. Reported procedure: 3-(2-Amino-ethylcarbamyl)-5-nitro-benzoic acid (200 g; 0.79 mole) is dissolved in water (1000 ml) and concentrated hydrochloric acid (75 ml). Palladium-over-charcoal (20 g) is added thereto, and the material is hydrogenated in an autoclave during 2 hours, under a hydrogen pressure of 3-4 kg. The resulting material is filtered and evaporated to dryness in vacuo, to give a solid which is taken up into ethanol (500 ml). The resulting precipitate is suction filtered, washed with ethanol and dried, t... The reactants are COC1=NN=C(S1)N1C(N(CCC1O)CC)=O (Tetrahydro-1-(5-methoxy-1,3,4-thiadiazol-2-yl)-3-ethyl-6-hydroxy-2(1H)-pyrimidinone), C1(CC1)N=C=O (cyclopropyl isocyanate). Reagents/catalysts: C(C)N(CC)CC (triethylamine). Conditions: time 1 hour. The product is COC1=NN=C(S1)N1C(N(CCC1O)CC)=O (Tetrahydro-1-(5-methoxy-1,3,4-thiadiazol-2-yl)-3-ethyl-6-hydroxy-2(1H)-pyrimidinone), COC1=NN=C(S1)N1C(N(CCC1OC(NC1CC1)=O)CC)=O (tetrahydro-1-(5-methoxy-1,3,4-thiadiazol-2-yl)-3-ethyl-6-(N-cyclopropylcarbamoyloxy)-2(1H)-pyrimidinone). As a reaction SMILES: [CH3:1][O:2][C:3]1[S:7][C:6]([N:8]2[CH:13]([OH:14])[CH2:12][CH2:11][N:10]([CH2:15][CH3:16])[C:9]2=[O:17])=[N:5][N:4]=1.[CH:18]1([N:21]=[C:22]=[O:23])[CH2:20][CH2:19]1>C(N(CC)CC)C>[CH3:1][O:2][C:3]1[S:7][C:6]([N:8]2[CH:13]([OH:14])[CH2:12][CH2:11][N:10]([CH2:15][CH3:16])[C:9]2=[O:17])=[N:5][N:4]=1.[CH3:1][O:2][C:3]1[S:7][C:6]([N:8]2[CH:13]([O:14][C:22](=[O:23])[NH:21][CH:18]3[CH2:20][CH2:19]3)[CH2:12][CH2:11][N:10]([CH2:15][CH3:16])[C:9]2=[O:17])=[N:5][N:4]=1. Procedure: Tetrahydro-1-(5-methoxy-1,3,4-thiadiazol-2-yl)-3-ethyl-6-hydroxy-2(1H)-pyrimidinone (0.05 mole) and cyclopropyl isocyanate (3.5 ml; 0.07 mole) are charged into a glass reaction vessel equipped with a mechanical stirrer. The mixture is stirred and triethylamine (1 drop) is added thereto. After the addition is completed the reaction mixture is allowed to stand for a period of about 1 hour. The mixture is then washed with hexane and is dried to yield the desired product tetrahydro-1-(5-methoxy-1,3,... The reactants are O=C([O-])[O-], ClCCl, O=S(=O)(OS(=O)(=O)C(F)(F)F)C(F)(F)F, [Na+], [Na+], O=C1OC(CO)CC1(c1ccccc1)c1ccccc1. Product: O=C1OC(COS(=O)(=O)C(F)(F)F)CC1(c1ccccc1)c1ccccc1. RXN SMILES: [C:16](=[O:17])([O-:18])[O-:19].[CH2:42]([Cl:43])[Cl:44].[F:1][C:2]([F:3])([F:4])[S:5](=[O:6])(=[O:7])[O:8][S:9]([C:10]([F:11])([F:12])[F:13])(=[O:14])=[O:15].[Na+:20].[Na+:21].[OH:22][CH2:23][CH:24]1[CH2:25][C:26]([c:30]2[cH:31][cH:32][cH:33][cH:34][cH:35]2)([c:36]2[cH:37][cH:38][cH:39][cH:40][cH:41]2)[C:27](=[O:29])[O:28]1>>[F:1][C:2]([F:3])([F:4])[S:5](=[O:6])(=[O:7])[O:8][CH2:23][CH:24]1[CH2:25][C:26]([c:30]2[cH:31][cH:32][cH:33][cH:34][cH:35]2)([c:36]2[cH:37][cH:38][cH:39][cH:40][cH:41]2)[C:27](=[O:29])[O:28]1. Reactants: C(#N)C=1C=C2C(=CC1)NCC21CN(CC1)C(=O)OC(C)(C)C (t-Butyl 5-cyanospiro[indoline-3,3′-pyrrolidine]-1′-carboxylate), CN.O1CCCC1 (methylamine tetrahydrofuran), ClC(C(=O)OCC)=O (ethyl chloroglyoxylate), NC=1SC(=CN1)OC (2-amino-5-methoxythiazole). Product: C(#N)C=1C=C2C(=CC1)N(CC21CN(CC1)C(C(=O)NC)=O)C(=O)NC=1SC(=CN1)OC (5-Cyano-N-(5-methoxythiazol-2-yl)-1′-(2-(methylamino)-2-oxoacetyl)spiro[indoline-3,3′-pyrrolidine]-1-carboxamide). Reaction SMILES: [C:1]([C:3]1[CH:4]=[C:5]2[C:11]3([CH2:15][CH2:14][N:13]([C:16]([O:18]C(C)(C)C)=O)[CH2:12]3)[CH2:10][NH:9][C:6]2=[CH:7][CH:8]=1)#[N:2].Cl[C:24](=[O:30])C(OCC)=O.[NH2:31][C:32]1[S:33][C:34]([O:37][CH3:38])=[CH:35][N:36]=1.[CH3:39][NH2:40].[O:41]1[CH2:45]CCC1>>[C:1]([C:3]1[CH:4]=[C:5]2[C:11]3([CH2:15][CH2:14][N:13]([C:16](=[O:18])[C:45]([NH:40][CH3:39])=[O:41])[CH2:12]3)[CH2:10][N:9]([C:24]([NH:31][C:32]3[S:33][C:34]([O:37][CH3:38])=[CH:35][N:36]=3)=[O:30])[C:6]2=[CH:7][CH:8]=1)#[N:2] |f:3.4|. Reported procedure: (t-Butyl 5-cyanospiro[indoline-3,3′-pyrrolidine]-1′-carboxylate, ethyl chloroglyoxylate, 2-amino-5-methoxythiazole, and a solution of methylamine-tetrahydrofuran) Run in CO (methanol). Starting materials: C(C)(=O)O (acetic acid), CN1C(=NC=C1)C=O (1-methyl-2-imidazole carboxaldehyde), C(#N)[BH3-].[Na+] (sodium cyanoborohydride), C(C1=CC=CC=C1)OC(NCCCCN(C)CC1=CC=C(C=C1)CNCC=1NC=CN1)=O ({4-[(4-{[(1H-imidazol-2-ylmethyl)-amino]-methyl}-benzyl)-methyl-amino]-butyl}-carbamic acid benzyl ester). Procedure: The compound (608.7 mg) obtained in Example 103-5 was dissolved in anhydrous methanol (24 ml) and added with 1-methyl-2-imidazole carboxaldehyde (231.3 mg) and sodium cyanoborohydride (176.0 mg). The solution was adjusted to pH 5 with acetic acid, followed by stirring at room temperature for 3 days. After the reaction, the solvent was distilled off. The residue was added with a 1 mol/l sodium hydroxide aqueous solution and subjected to extraction with chloroform. The extract was dried with anhyd... Yield: 67.9%. As a reaction SMILES: [CH2:1]([O:8][C:9](=[O:32])[NH:10][CH2:11][CH2:12][CH2:13][CH2:14][N:15]([CH2:17][C:18]1[CH:23]=[CH:22][C:21]([CH2:24][NH:25][CH2:26][C:27]2[NH:28][CH:29]=[CH:30][N:31]=2)=[CH:20][CH:19]=1)[CH3:16])[C:2]1[CH:7]=[CH:6][CH:5]=[CH:4][CH:3]=1.[CH3:33][N:34]1[CH:38]=[CH:37][N:36]=[C:35]1[CH:39]=O.C([BH3-])#N.[Na+].C(O)(=O)C>CO>[CH2:1]([O:8][C:9](=[O:32])[NH:10][CH2:11][CH2:12][CH2:13][CH2:14][N:15]([CH2:17][C:18]1[CH:19]=[CH:20][C:21]([CH2:24][N:25]([CH2:26][C:27]2[NH:31][CH:30]=[CH:29][N:28]=2)[CH2:39][C:35]2[N:34]([CH3:33])[CH:38]=[CH:37][N:36]=2)=[CH:22][CH:23]=1)[CH3:16])[C:2]1[CH:7]=[CH:6][CH:5]=[CH:4][CH:3]=1 |f:2.3|. Run at time 3 day. Product: C(C1=CC=CC=C1)OC(NCCCCN(C)CC1=CC=C(C=C1)CN(CC=1N(C=CN1)C)CC=1NC=CN1)=O ({4-[(4-{[(1H-imidazol-2-ylmethyl)-(1-methyl-1H-imidazol-2-ylmethyl)-amino]-methyl}-benzyl)-methyl-amino]-butyl}-carbamic acid benzyl ester). Reactants: BrC=1C=C2C=NC(=NC2=C(C1)OC)Cl (6-bromo-2-chloro-8-methoxy-quinazoline), B(Br)(Br)Br (boron tribromide). Solvent: ice water, C(Cl)Cl (DCM). Run at temperature 20 celsius, time 2 day. The product is BrC=1C=C2C=NC(=NC2=C(C1)O)Cl (6-bromo-2-chloro-quinazolin-8-ol). As a reaction SMILES: [Br:1][C:2]1[CH:3]=[C:4]2[C:9](=[C:10]([O:12]C)[CH:11]=1)[N:8]=[C:7]([Cl:14])[N:6]=[CH:5]2.B(Br)(Br)Br>C(Cl)Cl>[Br:1][C:2]1[CH:3]=[C:4]2[C:9](=[C:10]([OH:12])[CH:11]=1)[N:8]=[C:7]([Cl:14])[N:6]=[CH:5]2. Reported procedure: 6-bromo-2-chloro-8-methoxy-quinazoline (1.24 g, 4.52 mmol) is taken up in 7 mL DCM, combined with boron tribromide (12.95 mL, 12.95 mmol) and stirred for 2 d at 20° C. Then the mixture is diluted with ice water, the precipitate formed is filtered off, dried and 6-bromo-2-chloro-quinazolin-8-ol (HPLC-MS: tRet.=1.77 min; method FSUN) is obtained. The reactants are ClC1=NC(=CC(=C1)NS(=O)(=O)C1=CC=C(C=C1)NC(C)=O)C(F)(F)F (N-[4-(2-chloro-6-trifluoromethyl-pyridin-4-ylsulfamoyl)-phenyl]-acetamide). Solvent: [OH-].[Na+] (NaOH), O1CCOCC1 (dioxan), O1CCOCC1 (dioxan). Product: NC1=CC=C(C=C1)S(=O)(=O)NC1=CC(=NC(=C1)C(F)(F)F)Cl (4-amino-N-(2-chloro-6-trifluoromethyl-pyridin-4-yl)-benzenesulfonamide). The yield is 34.1%. Reaction SMILES: [Cl:1][C:2]1[CH:7]=[C:6]([NH:8][S:9]([C:12]2[CH:17]=[CH:16][C:15]([NH:18]C(=O)C)=[CH:14][CH:13]=2)(=[O:11])=[O:10])[CH:5]=[C:4]([C:22]([F:25])([F:24])[F:23])[N:3]=1>[OH-].[Na+].O1CCOCC1>[NH2:18][C:15]1[CH:16]=[CH:17][C:12]([S:9]([NH:8][C:6]2[CH:5]=[C:4]([C:22]([F:24])([F:25])[F:23])[N:3]=[C:2]([Cl:1])[CH:7]=2)(=[O:10])=[O:11])=[CH:13][CH:14]=1 |f:1.2|. Procedure details: 0.20 g (0.0005 mol) of N-[4-(2-chloro-6-trifluoromethyl-pyridin-4-ylsulfamoyl)-phenyl]-acetamide was dissolved in a mixture of 5 ml of 1N NaOH and 5 ml of dioxan and boiled at reflux for 5 hours. After cooling the dioxan was distilled off, the residue was adjusted to pH 6 with 0.1N HCl, the aqueous phase was extracted with ethyl acetate, back-washed with saturated sodium chloride solution and the organic phase was dried over Na2SO4. Subsequently, chromatography was carried out on silica gel with... The reactants are C(C)(C)(C)OC(CCC1=C(C=C(C=C1C)C(NO)=N)C)=O (3-[4-(N-hydroxycarbamimidoyl)-2,6-dimethyl-phenyl]-propionic acid tert-butyl ester), OCC1=CC=C(C#N)C=C1 (4-hydroxymethyl-benzonitrile). The product is ONC(C1=CC=C(C=C1)CO)=N (N-Hydroxy-4-hydroxymethyl-benzamidine). As a reaction SMILES: C(OC(=O)C[CH2:8][C:9]1[C:14](C)=[CH:13][C:12]([C:16](=[NH:19])[NH:17][OH:18])=[CH:11][C:10]=1C)(C)(C)C.[OH:22]CC1C=CC(C#N)=CC=1>>[OH:18][NH:17][C:16](=[NH:19])[C:12]1[CH:13]=[CH:14][C:9]([CH2:8][OH:22])=[CH:10][CH:11]=1. Procedure: The title compound is prepared in analogy to 3-[4-(N-hydroxycarbamimidoyl)-2,6-dimethyl-phenyl]-propionic acid tert-butyl ester (step g) starting from 4-hydroxymethyl-benzonitrile; LC-MS: tR=0.21 min, [M+1]+=167.04. The reactants are [OH-].[Na+] (sodium hydroxide), FC1=CC=C(C=C1)C(CC1=CC=C(C=C1)F)=O (1,2-bis(4-fluorophenyl)-1-oxoethane), C(=O)[O-].[NH4+] (ammonium formate), Cl (hydrochloric acid). Conditions: temperature 190 celsius, time 10 hour. Yields the product Cl.FC1=CC=C(C=C1)C(CC1=CC=C(C=C1)F)N ((±)-1,2-Bis(4-fluorophenyl)ethylamine hydrochloride). Isolated yield 65.6%. As a reaction SMILES: [F:1][C:2]1[CH:7]=[CH:6][C:5]([C:8](=O)[CH2:9][C:10]2[CH:15]=[CH:14][C:13]([F:16])=[CH:12][CH:11]=2)=[CH:4][CH:3]=1.C([O-])=O.[NH4+:21].[ClH:22].[OH-].[Na+]>>[ClH:22].[F:1][C:2]1[CH:7]=[CH:6][C:5]([CH:8]([NH2:21])[CH2:9][C:10]2[CH:15]=[CH:14][C:13]([F:16])=[CH:12][CH:11]=2)=[CH:4][CH:3]=1 |f:1.2,4.5,6.7|. Procedure details: A mixture of 1,2-bis(4-fluorophenyl)-1-oxoethane (2.13 g) and ammonium formate (3.78 g) was stirred for 10 hours at 190° C. After cooling, concentrated hydrochloric acid (12 ml) was added to the reaction mixture and the mixture was refluxed for 5 hours. After cooling, aqueous sodium hydroxide solution was added to the mixture and alkalized. The product was extracted with ethyl acetate and the organic layer was washed with saturated sodium chloride solution. The organic layer was dried over anhyd...